From a dataset of the Open Reaction Database (ORD), a public repository of structured organic reaction records. describe an organic reaction: reactants, conditions, products, and yield The solvent is O1CCCC1 (tetrahydrofuran). As a reaction SMILES: C1(O[C:8](=[O:24])[NH:9][C:10]2[S:14][N:13]=[C:12]([S:15][CH2:16][CH2:17][CH2:18][CH2:19][CH3:20])[C:11]=2[C:21](=[O:23])[NH2:22])C=CC=CC=1.[NH2:25][CH2:26][CH2:27][CH2:28][N:29]1[CH2:33][CH2:32][CH2:31][CH2:30]1.[OH-].[Na+]>O1CCCC1>[CH2:16]([S:15][C:12]1[C:11]([C:21]([NH2:22])=[O:23])=[C:10]([NH:9][C:8]([NH:25][CH2:26][CH2:27][CH2:28][N:29]2[CH2:33][CH2:32][CH2:31][CH2:30]2)=[O:24])[S:14][N:13]=1)[CH2:17][CH2:18][CH2:19][CH3:20] |f:2.3|. Reactants: NCCCN1CCCC1 (N-3-aminopropylpyrollidine), C1(=CC=CC=C1)OC(NC1=C(C(=NS1)SCCCCC)C(N)=O)=O ((4-carbamoyl-3-pentylsulfanyl-isothiazol-5-yl)-carbamic acid phenyl ester), [OH-].[Na+] (NaOH). Reaction conditions: time 72 hour. Product: C(CCCC)SC1=NSC(=C1C(=O)N)NC(=O)NCCCN1CCCC1 (3-pentylsulfanyl-5-[3-(3-pyrrolidin-1-yl-propyl)-ureido]-isothiazole-4-carboxylic acid amide). Procedure details: To a mixture of (4-carbamoyl-3-pentylsulfanyl-isothiazol-5-yl)-carbamic acid phenyl ester (0.10 g, 0.27 mmol) and 1 mL of tetrahydrofuran was added N-3-aminopropylpyrollidine (0.175 g, 1.4 mmol). After stirring for 72 hours at ambient temperature, the mixture was poured into 1M NaOH, extracted twice with ethyl acetate, and the combined organic layers were dried over Na2SO4, filtered and concentrated. Purification of the residue by radial chromatography (2 mm plate, 3% ethanol-CH2Cl2−30% ethanol-... The yield is 70.4%. Reactants: 2-(3-Methyl-butyllidene)-cyclopentanone, C(C)(=O)OC(C)=O (acetic anhydride), C1(=CC=C(C=C1)S(=O)(=O)O)C (p-toluenesulfonic acid), C1(=CC=CC=C1)C (toluene). Reaction conditions: temperature 125 celsius. The product is crude product, CC(CCC=1C(CCC1)=O)C (2-(3-methyl-butyl)-cyclopent-2-enone). RXN SMILES: C(O[C:5](=[O:7])[CH3:6])(=O)C.[C:8]1([CH3:18])[CH:13]=[CH:12][C:11](S(O)(=O)=O)=[CH:10][CH:9]=1.[C:19]1(C)C=CC=CC=1>>[CH3:19][CH:8]([CH3:18])[CH2:13][CH2:12][C:11]1[C:5](=[O:7])[CH2:6][CH2:9][CH:10]=1. Procedure details: 2-(3-Methyl-butyllidene)-cyclopentanone (1.093 Kg, 7.19 mol, obtained as detailed above), acetic anhydride (300 mL, 3.17 mol), p-toluenesulfonic acid (PTSA, 10 g), and toluene (500 mL) were charged into a flask and heated to 120-130° C. When gas chromatography analysis indicated the completion of the reaction, the reaction mixture was cooled to room temperature and quenched with Na2CO3 solution (100 mL). The resulting mixture was washed twice with brine (1 L). A rushover process provided the cru... The reactants are ClC(CC(CC(=O)O)(C)C)Cl (5,5-dichloro-3,3-dimethyl-pentanoic acid), S(=O)(Cl)Cl (thionyl chloride). Run at temperature 60 celsius. The product is ClC(CC(CC(=O)Cl)(C)C)Cl (5,5-Dichloro-3,3-dimethyl-pentanoic acid-chloride). As a reaction SMILES: [Cl:1][CH:2]([Cl:11])[CH2:3][C:4]([CH3:10])([CH3:9])[CH2:5][C:6](O)=[O:7].S(Cl)([Cl:14])=O>>[Cl:1][CH:2]([Cl:11])[CH2:3][C:4]([CH3:10])([CH3:9])[CH2:5][C:6]([Cl:14])=[O:7]. Procedure: 52.25 g of 5,5-dichloro-3,3-dimethyl-pentanoic acid are reacted with 150 ml of thionyl chloride, first at room temperature and thereafter while warming at 60° C. By working up the mixture by distillation, 56.5 g of 5,5-dichloro-3,3-dimethyl-pentanoic acid-chloride of boiling point 114°-115° C./15 are obtained. The reactants are CCCCOc1nc(N)c2nc(OC)n(CCCC3CCCCN3)c2n1, CCCCOc1nc(N)c2nc(OC)n(CCCCCC3CCN(C(=O)OCc4ccccc4)CC3)c2n1. Product: CCCCOc1nc(N)c2nc(OC)n(CCCCCC3CCNCC3)c2n1. Reaction SMILES: [CH2:1]([O:2][c:3]1[n:4][c:5]2[c:6]([n:7][c:8]([O:9][CH3:10])[n:11]2[CH2:12][CH2:13][CH2:14][CH:15]2[CH2:16][CH2:17][CH2:18][CH2:19][NH:20]2)[c:21]([NH2:22])[n:23]1)[CH2:24][CH2:25][CH3:26].[NH2:27][c:28]1[c:29]2[n:30][c:31]([O:63][CH3:64])[n:32]([CH2:42][CH2:43][CH2:44][CH2:45][CH2:46][CH:47]3[CH2:48][CH2:49][N:50]([C:53]([O:54][CH2:55][c:56]4[cH:57][cH:58][cH:59][cH:60][cH:61]4)=[O:62])[CH2:51][CH2:52]3)[c:33]2[n:34][c:35]([O:37][CH2:38][CH2:39][CH2:40][CH3:41])[n:36]1>>[NH2:27][c:28]1[c:29]2[n:30][c:31]([O:63][CH3:64])[n:32]([CH2:42][CH2:43][CH2:44][CH2:45][CH2:46][CH:47]3[CH2:48][CH2:49][NH:50][CH2:51][CH2:52]3)[c:33]2[n:34][c:35]([O:37][CH2:38][CH2:39][CH2:40][CH3:41])[n:36]1. The product is Cc1cc(C)c(CCn2c(Sc3cc4c(cc3Br)OCO4)nc3c(N)ncnc32)c(C)c1. The reactants are Nc1ncnc2[nH]c(Sc3cc4c(cc3Br)OCO4)nc12, Cc1cc(C)c(CCBr)c(C)c1. Reaction SMILES: [Br:1][c:2]1[c:3]([S:11][c:12]2[nH:13][c:14]3[n:15][cH:16][n:17][c:18]([NH2:21])[c:19]3[n:20]2)[cH:4][c:5]2[c:6]([cH:10]1)[O:7][CH2:8][O:9]2.[Br:22][CH2:23][CH2:24][c:25]1[c:26]([CH3:33])[cH:27][c:28]([CH3:32])[cH:29][c:30]1[CH3:31]>>[Br:1][c:2]1[c:3]([S:11][c:12]2[n:13]([CH2:23][CH2:24][c:25]3[c:26]([CH3:33])[cH:27][c:28]([CH3:32])[cH:29][c:30]3[CH3:31])[c:14]3[n:15][cH:16][n:17][c:18]([NH2:21])[c:19]3[n:20]2)[cH:4][c:5]2[c:6]([cH:10]1)[O:7][CH2:8][O:9]2. Starting materials: C([O-])([O-])=O.[Na+].[Na+] (sodium carbonate), C1(CC1)C(C1(CCC(CC1)SCC1CC1)C#N)O (1-(cyclopropyl-hydroxy-methyl)-4-cyclopropylmethylsulfanyl-cyclohexanecarbonitrile), OOS(=O)[O-].[K+] (oxone), CC(=O)C (acetone). The product is C1(CC1)C(C1(CCC(CC1)S(=O)(=O)CC1CC1)C#N)O (1-(cyclopropyl-hydroxy-methyl)-4-cyclopropylmethanesulfonyl-cyclohexanecarbonitrile). Reported procedure: To a stirred solution of 1-(cyclopropyl-hydroxy-methyl)-4-cyclopropylmethylsulfanyl-cyclohexanecarbonitrile (1.93 g; 7.27 mmol) in acetone (15 ml) was added a slurry of oxone (13.4 g; 21.8 mmol) in water (10 ml). The mixture was heated at 60° C. for 1 hour then allowed to cool to room temperature. Water (50 ml) was added and the pH was adjusted to 7 with 2 M sodium carbonate solution. The mixture was extracted with EtOAc (80 ml) and DCM 950 ml). The combined organics were dried (MgSO4) and evapo... Reaction conditions: temperature 60 celsius. Solvent: O (Water), O (water). RXN SMILES: [CH:1]1([CH:4]([OH:18])[C:5]2([C:16]#[N:17])[CH2:10][CH2:9][CH:8](SCC3CC3)[CH2:7][CH2:6]2)[CH2:3][CH2:2]1.O[O:20][S:21]([O-:23])=O.[K+].[C:25](=O)([O-])[O-].[Na+].[Na+].[CH3:31][C:32]([CH3:34])=O>O>[CH:1]1([CH:4]([OH:18])[C:5]2([C:16]#[N:17])[CH2:10][CH2:9][CH:8]([S:21]([CH2:31][CH:32]3[CH2:34][CH2:25]3)(=[O:23])=[O:20])[CH2:7][CH2:6]2)[CH2:2][CH2:3]1 |f:1.2,3.4.5|.